Dataset: the Open Reaction Database (ORD), a public repository of structured organic reaction records. Task: describe an organic reaction: reactants, conditions, products, and yield The reactants are COCCCCI, CC#N, c1ccc(P(c2ccccc2)c2ccccc2)cc1. Yields the product COCCCC[P+](c1ccccc1)(c1ccccc1)c1ccccc1, [I-]. As a reaction SMILES: [CH3:1][O:2][CH2:3][CH2:4][CH2:5][CH2:6][I:7].[CH3:27][C:28]#[N:29].[c:8]1([P:14]([c:15]2[cH:16][cH:17][cH:18][cH:19][cH:20]2)[c:21]2[cH:22][cH:23][cH:24][cH:25][cH:26]2)[cH:9][cH:10][cH:11][cH:12][cH:13]1>>[CH3:1][O:2][CH2:3][CH2:4][CH2:5][CH2:6][P+:14]([c:8]1[cH:9][cH:10][cH:11][cH:12][cH:13]1)([c:15]1[cH:16][cH:17][cH:18][cH:19][cH:20]1)[c:21]1[cH:22][cH:23][cH:24][cH:25][cH:26]1.[I-:7]. Starting materials: N1(C=CC2=CC=CC=C12)CC1=CC=C(C=C1)C=1OC=C(N1)C(=O)O (2-[4-(1H-indol-1-ylmethyl)phenyl]-1,3-oxazole-4-carboxylic acid), C(CCl)Cl (EDC), C=1C=CC2=C(C1)N=NN2O (HOBt), N1CCCC1 (pyrrolidine), resultant residue. Solvent: O (water), CN(C)C=O (DMF), CCOC(=O)C (EtOAc). Run at temperature 80 celsius, time 8 hour. Product: N1(CCCC1)C(=O)C=1N=C(OC1)C1=CC=C(CN2C=CC3=CC=CC=C23)C=C1 (1-{4-[4-(pyrrolidin-1-ylcarbonyl)-1,3-oxazol-2-yl]benzyl}-1H-indole). The yield is 44.0%. As a reaction SMILES: [N:1]1([CH2:10][C:11]2[CH:16]=[CH:15][C:14]([C:17]3[O:18][CH:19]=[C:20]([C:22](O)=[O:23])[N:21]=3)=[CH:13][CH:12]=2)[C:9]2[C:4](=[CH:5][CH:6]=[CH:7][CH:8]=2)[CH:3]=[CH:2]1.C(Cl)CCl.[CH:29]1[CH:30]=CC2N(O)N=[N:35][C:33]=2[CH:34]=1.N1CCCC1>CN(C=O)C.CCOC(C)=O.O>[N:35]1([C:22]([C:20]2[N:21]=[C:17]([C:14]3[CH:15]=[CH:16][C:11]([CH2:10][N:1]4[C:9]5[C:8](=[CH:7][CH:6]=[CH:5][CH:4]=5)[CH:3]=[CH:2]4)=[CH:12][CH:13]=3)[O:18][CH:19]=2)=[O:23])[CH2:30][CH2:29][CH2:34][CH2:33]1. Reported procedure: A stirred solution of 2-[4-(1H-indol-1-ylmethyl)phenyl]-1,3-oxazole-4-carboxylic acid (0.4 g, 1.26 mmol) in DMF was treated sequentially with EDC (0.29 g, 1.51 mmol), HOBt (0.186 g, 1.38 mmol) and pyrrolidine (0.098 g, 11.38 mol) was stirred at 80° C. overnight. The resultant residue was dissolved in EtOAc and water. The layers were separated and the aqueous layer was washed with EtOAC. The combined organic layers were washed successively with water, saturated sodium chloride, dried over Mg2SO4 ... The product is C#CCN(C#N)c1cccc(C(F)(F)F)c1. Reactants: O=C([O-])[O-], N#CNc1cccc(C(F)(F)F)c1, C#CCBr, CC(C)=O, [K+], [K+]. RXN SMILES: [C:14](=[O:15])([O-:16])[O-:17].[C:1](#[N:2])[NH:3][c:4]1[cH:5][c:6]([C:10]([F:11])([F:12])[F:13])[cH:7][cH:8][cH:9]1.[CH2:20]([C:21]#[CH:22])[Br:23].[CH3:24][C:25](=[O:26])[CH3:27].[K+:18].[K+:19]>>[C:1](#[N:2])[N:3]([c:4]1[cH:5][c:6]([C:10]([F:11])([F:12])[F:13])[cH:7][cH:8][cH:9]1)[CH2:22][C:21]#[CH:20]. Reactants: ClC1=C(C=C(C(=C1)Cl)OC)NC1=C2C(=NC=C1C#N)SC(=C2)I (4-[(2,4-dichloro-5-methoxyphenyl)amino]-2-iodothieno[2,3-b]pyridine-5-carbonitrile), C(=O)C1=CC=C(C=C1)B(O)O (4-formylphenylboronic acid), C([O-])([O-])=O.[Na+].[Na+] (sodium carbonate). The reagents and catalysts are C=1C=CC(=CC1)[P](C=2C=CC=CC2)(C=3C=CC=CC3)[Pd]([P](C=4C=CC=CC4)(C=5C=CC=CC5)C=6C=CC=CC6)([P](C=7C=CC=CC7)(C=8C=CC=CC8)C=9C=CC=CC9)[P](C=1C=CC=CC1)(C=1C=CC=CC1)C=1C=CC=CC1 (tetrakis(triphenylphosphine)palladium(0)). Run in COCCOC (ethylene glycol dimethyl ether). Product: ClC1=C(C=C(C(=C1)Cl)OC)NC1=C2C(=NC=C1C#N)SC(=C2)C2=CC=C(C=C2)C=O (4-[(2,4-dichloro-5-methoxyphenyl)amino]-2-(4-formylphenyl)thieno[2,3-b]pyridine-5-carbonitrile). Isolated yield 67.7%. Reaction SMILES: [Cl:1][C:2]1[CH:7]=[C:6]([Cl:8])[C:5]([O:9][CH3:10])=[CH:4][C:3]=1[NH:11][C:12]1[C:17]([C:18]#[N:19])=[CH:16][N:15]=[C:14]2[S:20][C:21](I)=[CH:22][C:13]=12.[CH:24]([C:26]1[CH:31]=[CH:30][C:29](B(O)O)=[CH:28][CH:27]=1)=[O:25].C(=O)([O-])[O-].[Na+].[Na+]>COCCOC.C1C=CC([P]([Pd]([P](C2C=CC=CC=2)(C2C=CC=CC=2)C2C=CC=CC=2)([P](C2C=CC=CC=2)(C2C=CC=CC=2)C2C=CC=CC=2)[P](C2C=CC=CC=2)(C2C=CC=CC=2)C2C=CC=CC=2)(C2C=CC=CC=2)C2C=CC=CC=2)=CC=1>[Cl:1][C:2]1[CH:7]=[C:6]([Cl:8])[C:5]([O:9][CH3:10])=[CH:4][C:3]=1[NH:11][C:12]1[C:17]([C:18]#[N:19])=[CH:16][N:15]=[C:14]2[S:20][C:21]([C:29]3[CH:30]=[CH:31][C:26]([CH:24]=[O:25])=[CH:27][CH:28]=3)=[CH:22][C:13]=12 |f:2.3.4,^1:50,52,71,90|. Procedure: A mixture of 4-[(2,4-dichloro-5-methoxyphenyl)amino]-2-iodothieno[2,3-b]pyridine-5-carbonitrile (0.25 g, 0.52 mmol), 4-formylphenylboronic acid (0.16 mg, 1.05 mmol), and 30 mg of tetrakis(triphenylphosphine)palladium(0) in 45 mL of ethylene glycol dimethyl ether is prepared. To the mixture is added 20 mL of a saturated sodium carbonate solution and the reaction mixture is heated at reflux for 1 hour. The mixture is allowed to warm to room temperature and partitioned between water and dichloromet... Yields the product CCC(O)CN1C(=O)C(C)(C)c2cc3nc(NC(=O)c4ccccc4)[nH]c3cc21. Reaction SMILES: [BH4-:30].[CH3:1][C:2]1([CH3:29])[C:3](=[O:28])[N:4]([CH2:23][C:24]([CH2:25][CH3:26])=[O:27])[c:5]2[cH:6][c:7]3[c:8]([cH:9][c:10]21)[n:11][c:12]([NH:14][C:15]([c:16]1[cH:17][cH:18][cH:19][cH:20][cH:21]1)=[O:22])[nH:13]3.[CH3:36][OH:37].[Cl:33][CH2:34][Cl:35].[ClH:32].[Na+:31]>>[CH3:1][C:2]1([CH3:29])[C:3](=[O:28])[N:4]([CH2:23][CH:24]([CH2:25][CH3:26])[OH:27])[c:5]2[cH:6][c:7]3[c:8]([cH:9][c:10]21)[n:11][c:12]([NH:14][C:15]([c:16]1[cH:17][cH:18][cH:19][cH:20][cH:21]1)=[O:22])[nH:13]3. Starting materials: [BH4-], CCC(=O)CN1C(=O)C(C)(C)c2cc3nc(NC(=O)c4ccccc4)[nH]c3cc21, CO, ClCCl, Cl, [Na+]. Starting materials: N1=C(C=CC=C1)N1CCNCC1 (1-pyridin-2-ylpiperazine), FC1=CC=C(C=C1)N1CCNCC1 (1-(4-fluorophenyl)piperazine), C1(CC1)CCNC(=O)C=1N=NC(=CC1)Cl (6-chloropyridazine-3-carboxylic acid (2-cyclopropylethyl)amide). Product: C1(CC1)CCNC(=O)C=1N=NC(=CC1)N1CCN(CC1)C1=NC=CC=C1 (6-(4-PYRIDIN-2-YLPIPERAZIN-1-YL)PYRIDAZINE-3-CARBOXYLIC ACID (2-CYCLOPROPYLETHYL)AMIDE). The yield is 30.0%. RXN SMILES: [N:1]1[CH:6]=[CH:5][CH:4]=[CH:3][C:2]=1[N:7]1[CH2:12][CH2:11][NH:10][CH2:9][CH2:8]1.FC1C=CC(N2CCNCC2)=CC=1.[CH:26]1([CH2:29][CH2:30][NH:31][C:32]([C:34]2[N:35]=[N:36][C:37](Cl)=[CH:38][CH:39]=2)=[O:33])[CH2:28][CH2:27]1>>[CH:26]1([CH2:29][CH2:30][NH:31][C:32]([C:34]2[N:35]=[N:36][C:37]([N:10]3[CH2:9][CH2:8][N:7]([C:2]4[CH:3]=[CH:4][CH:5]=[CH:6][N:1]=4)[CH2:12][CH2:11]3)=[CH:38][CH:39]=2)=[O:33])[CH2:28][CH2:27]1. Reported procedure: Following the procedure as described in Example 1, making variation only as required to use 1-pyridin-2-ylpiperazine to replace 1-(4-fluorophenyl)piperazine to react with 6-chloropyridazine-3-carboxylic acid (2-cyclopropylethyl)amide, the title compound was obtained as a white powder in 30% yield (0.036 g). 1H NMR (300 MHz, CDCl3) δ 8.19 (m, 1H), 8.01 (m, 1H), 7.50 (m, 1H), 7.00 (d, J=9.9 Hz, 1H), 6.67 (m, 2H), 3.89 (m, 4H), 3.75 (m, 4H), 3.54 (m, 2H), 1.50 (m, 2H), 0.74 (m, 1H), 0.45 (m, 2H), 0... Reaction SMILES: [CH2:50]1[O:51][CH2:52][CH2:53][CH2:54]1.[CH3:12][O:13][CH2:14][CH2:15][OH:16].[CH3:1][O:2][C:3](=[O:4])[c:5]1[n:6][cH:7][c:8]([OH:11])[cH:9][cH:10]1.[O:36]=[C:37]([O:38][CH:39]([CH3:40])[CH3:41])[N:42]=[N:43][C:44]([O:45][CH:46]([CH3:47])[CH3:48])=[O:49].[c:17]1([P:18]([c:19]2[cH:20][cH:21][cH:22][cH:23][cH:24]2)[c:25]2[cH:26][cH:27][cH:28][cH:29][cH:30]2)[cH:31][cH:32][cH:33][cH:34][cH:35]1>>[CH3:1][O:2][C:3](=[O:4])[c:5]1[n:6][cH:7][c:8]([O:11][CH2:15][CH2:14][O:13][CH3:12])[cH:9][cH:10]1. Product: COCCOc1ccc(C(=O)OC)nc1. The reactants are C1CCOC1, COCCO, COC(=O)c1ccc(O)cn1, CC(C)OC(=O)N=NC(=O)OC(C)C, c1ccc(P(c2ccccc2)c2ccccc2)cc1. Starting materials: FCC(C(C(OC1=CC(=CC=C1)C(F)(F)F)Br)=O)(C)CF (3,3-bisfluoromethyl-1-bromo-1-(3-trifluoromethyl-phenoxy)-butan-2-one), N1C=NC=C1 (imidazole), C([O-])([O-])=O.[K+].[K+] (potassium carbonate). Run in CC(=O)C (acetone), CC(=O)C (acetone). Run at temperature 50 celsius, time 6 hour. Product: FCC(C(C(OC1=CC(=CC=C1)C(F)(F)F)N1C=NC=C1)=O)(C)CF (3,3-bisfluoromethyl-1-(imidazol-1-yl)-1-(3-trifluoromethyl-phenoxy)-butan-2-one). The yield is 48.6%. Reaction SMILES: [F:1][CH2:2][C:3]([CH2:20][F:21])([CH3:19])[C:4](=[O:18])[CH:5](Br)[O:6][C:7]1[CH:12]=[CH:11][CH:10]=[C:9]([C:13]([F:16])([F:15])[F:14])[CH:8]=1.[NH:22]1[CH:26]=[CH:25][N:24]=[CH:23]1.C(=O)([O-])[O-].[K+].[K+]>CC(C)=O>[F:1][CH2:2][C:3]([CH2:20][F:21])([CH3:19])[C:4](=[O:18])[CH:5]([N:22]1[CH:26]=[CH:25][N:24]=[CH:23]1)[O:6][C:7]1[CH:12]=[CH:11][CH:10]=[C:9]([C:13]([F:16])([F:15])[F:14])[CH:8]=1 |f:2.3.4|. Procedure details: 135 g (0.36 mole) of 3,3-bisfluoromethyl-1-bromo-1-(3-trifluoromethyl-phenoxy)-butan-2-one in 400 ml of acetone were added dropwise to 24.5 g (0.36 mole) of imidazole and 55.3 g (0.4 mole) of potassium carbonate in 400 ml of acetone. The mixture was stirred at 50° C. for 6 hours and was then concentrated by distilling off the solvent under a waterpump vacuum. The oily residue was taken up in 800 ml of methylene chloride, the mixture was washed twice with 2,000 ml of water each time, the organic ... Reactants: [OH-].[K+] (KOH), C(C)OC(=O)C1=CNC(=C1C)C=O (5-formyl-4-methyl-1H-pyrrole-3-carboxylic acid ethyl ester). Run in O (water), CCO (EtOH). Reported procedure: KOH (5 g, 2 eq) was added to a suspension of 5-formyl-4-methyl-1H-pyrrole-3-carboxylic acid ethyl ester (8.13 g, 44.8 mmol) in water (100 mL) and EtOH (50 mL) with stirring. The mixture was heated to reflux for 2.5 hr, cooled to rt, concentrated to about ⅔ volume, diluted with water (300 mL) and acidified to pH=3 using 1N HCl. The white solid was collected by filtration and dried to afford 6 g (87%) of 5-formyl-4-methyl-1H-pyrrole-3-carboxylic acid as a tan solid. Isolated yield 87.5%. The product is C(=O)C1=C(C(=CN1)C(=O)O)C (5-formyl-4-methyl-1H-pyrrole-3-carboxylic acid). RXN SMILES: [OH-].[K+].C([O:5][C:6]([C:8]1[C:12]([CH3:13])=[C:11]([CH:14]=[O:15])[NH:10][CH:9]=1)=[O:7])C>O.CCO>[CH:14]([C:11]1[NH:10][CH:9]=[C:8]([C:6]([OH:7])=[O:5])[C:12]=1[CH3:13])=[O:15] |f:0.1|.